Dataset: the Open Reaction Database (ORD), a public repository of structured organic reaction records. Task: describe an organic reaction: reactants, conditions, products, and yield The reactants are C(CCCCCCC)OC1=CC=C(C=C1)C1=CC=C(C=C1)C(=O)Cl (4-n-octyloxybiphenyl-4'-carboxylic acid chloride), CN(C)C1=NC=CC=C1 (dimethylaminopyridine), C(C1=CC=CC=C1)(=O)[O-] (benzoate), FC1=C(C(=O)OC(C(F)(F)F)CCCCCC)C=CC(=C1)O (1,1,1-Trifluoro-2-octyl 2-fluoro-4-hydroxybenzoate). Solvent: C(Cl)Cl (methylene chloride), C(Cl)Cl (methylene chloride), C(C)N(CC)CC (triethylamine), O (water). Reaction conditions: time 8 hour. The product is C(CCCCCCC)OC1=CC=C(C=C1)C1=CC=C(C=C1)C(=O)OC1=CC(=C(C=C1)C(=O)OC(C(F)(F)F)CCCCCC)F (3-Fluoro-4-(1,1,1-trifluoro-2-octyloxycarbonyl)phenyl 4-octyloxybiphenyl-4'-carboxylate). RXN SMILES: C([O-])(=O)C1C=CC=CC=1.[F:10][C:11]1[CH:30]=[C:29]([OH:31])[CH:28]=[CH:27][C:12]=1[C:13]([O:15][CH:16]([CH2:21][CH2:22][CH2:23][CH2:24][CH2:25][CH3:26])[C:17]([F:20])([F:19])[F:18])=[O:14].CN(C1C=CC=CN=1)C.[CH2:41]([O:49][C:50]1[CH:55]=[CH:54][C:53]([C:56]2[CH:61]=[CH:60][C:59]([C:62](Cl)=[O:63])=[CH:58][CH:57]=2)=[CH:52][CH:51]=1)[CH2:42][CH2:43][CH2:44][CH2:45][CH2:46][CH2:47][CH3:48]>C(Cl)Cl.O.C(N(CC)CC)C>[CH2:41]([O:49][C:50]1[CH:55]=[CH:54][C:53]([C:56]2[CH:61]=[CH:60][C:59]([C:62]([O:31][C:29]3[CH:28]=[CH:27][C:12]([C:13]([O:15][CH:16]([CH2:21][CH2:22][CH2:23][CH2:24][CH2:25][CH3:26])[C:17]([F:19])([F:20])[F:18])=[O:14])=[C:11]([F:10])[CH:30]=3)=[O:63])=[CH:58][CH:57]=2)=[CH:52][CH:51]=1)[CH2:42][CH2:43][CH2:44][CH2:45][CH2:46][CH2:47][CH3:48]. Procedure details: To a solution of the benzoate (1.6 g) obtained in (1) above, triethylamine (0.5 g) and dimethylaminopyridine (0.5 g) in methylene chloride (10 ml) was slowly added under cooling a solution of 4-n-octyloxybiphenyl-4'-carboxylic acid chloride (1.7 g) in methylene chloride (10 ml). The mixture was left to stand until it reached room temperature and stirred overnight. The mixture was poured in water and extracted with methylene chloride. The extracted layer was washed with dilute aqueous hydrochlori...